This data is from the Open Reaction Database (ORD), a public repository of structured organic reaction records. The task is: describe an organic reaction: reactants, conditions, products, and yield Starting materials: CO (methanol), C(#N)C1=C(CCl)C=CC=C1 (o-cyanobenzyl chloride), ClCl (chlorine), [OH-].[Na+] (sodium hydroxide). Run in CN(C=O)C (dimethylformamide). Reaction conditions: temperature 20 celsius, time 8 hour. Yields the product C=1(C(=CC=CC1)C#N)C=CC=1C(=CC=CC1)C#N (stilbene-2,2'-dicarbonitrile). Yield: 77.3%. As a reaction SMILES: [C:1]([C:3]1[CH:10]=[CH:9][CH:8]=[CH:7][C:4]=1[CH2:5]Cl)#[N:2].[OH-].[Na+].ClCl.CO>CN(C)C=O>[C:4]1([CH:5]=[CH:5][C:4]2[C:3]([C:1]#[N:2])=[CH:10][CH:9]=[CH:8][CH:7]=2)[C:3]([C:1]#[N:2])=[CH:10][CH:9]=[CH:8][CH:7]=1 |f:1.2|. Reported procedure: 30.4 g (0.2 mole) of o-cyanobenzyl chloride are dissolved in 70 g of dimethylformamide, and 24 g (0.6 mole) of sodium hydroxide powder are added at the same time as nitrogen is passed in. The mixture is stirred at 20° C. for about 6-10 hours until all the organically bound chlorine has reacted, 70 g of methanol are added dropwise, and the precipitate is filtered off with suction at 0° C. and is washed with methanol and then with water until no chlorine ions are detectable in the water from the w... Starting materials: O (water), FC1=C(C=C(C=C1)C1=NC(=NO1)C1=C2C=CN(C2=CC=C1)CC(=O)N)C(F)(F)F (2-(4-{5-[4-fluoro-3-(trifluoromethyl)phenyl]-1,2,4-oxadiazol-3-yl}-1H-indol-1-yl)acetamide), CC(C)O (2-propanol), [H-].[Na+] (NaH). Run in CN(C)C=O (DMF). Reaction conditions: time 9 hour. The product is C(C)(C)OC1=C(C=C(C=C1)C1=NC(=NO1)C1=C2C=CN(C2=CC=C1)CC(=O)N)C(F)(F)F (2-(4-{5-[4-isopropoxy-3-(trifluoromethyl)phenyl]-1,2,4-oxadiazol-3-yl}-1H-indol-1-yl)acetamide). RXN SMILES: F[C:2]1[CH:7]=[CH:6][C:5]([C:8]2[O:12][N:11]=[C:10]([C:13]3[CH:21]=[CH:20][CH:19]=[C:18]4[C:14]=3[CH:15]=[CH:16][N:17]4[CH2:22][C:23]([NH2:25])=[O:24])[N:9]=2)=[CH:4][C:3]=1[C:26]([F:29])([F:28])[F:27].[CH3:30][CH:31]([OH:33])[CH3:32].[H-].[Na+].O>CN(C=O)C>[CH:31]([O:33][C:2]1[CH:7]=[CH:6][C:5]([C:8]2[O:12][N:11]=[C:10]([C:13]3[CH:21]=[CH:20][CH:19]=[C:18]4[C:14]=3[CH:15]=[CH:16][N:17]4[CH2:22][C:23]([NH2:25])=[O:24])[N:9]=2)=[CH:4][C:3]=1[C:26]([F:27])([F:29])[F:28])([CH3:32])[CH3:30] |f:2.3|. Procedure details: To a solution of 2-(4-{5-[4-fluoro-3-(trifluoromethyl)phenyl]-1,2,4-oxadiazol-3-yl}-1H-indol-1-yl)acetamide (100 mg) and 2-propanol (35 μl) in DMF (3 ml) was added 60% NaH (12 mg) at 0° C., followed by stirring at room temperature for 9 hours. The reaction solution was added with water (5 ml) to complete the reaction, and extracted with as a mixed solvent of chloroform:CH3OH (8:2). The organic layer was washed with saturated brine, dried over anhydrous MgSO4, and then filtered, and the filtrate ... The reactants are CCN(CC)S(F)(F)F (DAST), OC(C)(C)C1=NN2C(C(=CC=C2OC)C=2C(CC(NN2)=O)C)=C1 (6-[2-(1-hydroxy-1-methylethyl)-7-methoxy-pyrazolo[1,5-a]pyridine-4-yl]-4,5-dihydro-5-methyl-3-(2H)-pyridazinone). Run in C(Cl)(Cl)Cl (chloroform). Reaction conditions: temperature 0 celsius, time 30 minute. The product is FC(C)(C)C1=NN2C(C(=CC=C2OC)C=2C(CC(NN2)=O)C)=C1 (6-[2-(1-fluoro-1-methylethyl)-7-methoxy-pyrazolo[1,5-a]pyridine-4-yl]-4,5-dihydro-5-methyl-3-(2H)-pyridazinone). Isolated yield 72.6%. Reaction SMILES: CCN(S(F)(F)[F:7])CC.O[C:11]([C:14]1[CH:32]=[C:17]2[C:18]([C:24]3[CH:25]([CH3:31])[CH2:26][C:27](=[O:30])[NH:28][N:29]=3)=[CH:19][CH:20]=[C:21]([O:22][CH3:23])[N:16]2[N:15]=1)([CH3:13])[CH3:12]>C(Cl)(Cl)Cl>[F:7][C:11]([C:14]1[CH:32]=[C:17]2[C:18]([C:24]3[CH:25]([CH3:31])[CH2:26][C:27](=[O:30])[NH:28][N:29]=3)=[CH:19][CH:20]=[C:21]([O:22][CH3:23])[N:16]2[N:15]=1)([CH3:13])[CH3:12]. Reported procedure: DAST (27.9 mg) was added dropwise to a solution of the compound of Example 242 (21.9 mg) in chloroform (5.0 mL) and the mixture was stirred at 0° C. for 30 min. Subsequently, the reaction was quenched by adding a saturated aqueous sodium bicarbonate solution and the mixture was extracted with chloroform (30 mL). The extract was washed with water and saturated brine and dried over anhydrous sodium sulfate. The dried extract was concentrated and purified by silica gel column chromatography (hexane... Starting materials: [O-]CC.[Na+] (Sodium ethoxide), C1(=CC=CC=C1)C(C(=O)OCC)C1=CC=CC=C1 (ethyl 2,2-diphenylacetate), C(C=C)#N (Acrylonitrile). Solvent: O1CCOCC1 (dioxane). Conditions: temperature 45 celsius. Product: C(#N)CCC(C(=O)OCC)(C1=CC=CC=C1)C1=CC=CC=C1 (ethyl 4-cyano-2,2-diphenylbutanoate). As a reaction SMILES: [C:1]1([CH:7]([C:13]2[CH:18]=[CH:17][CH:16]=[CH:15][CH:14]=2)[C:8]([O:10][CH2:11][CH3:12])=[O:9])[CH:6]=[CH:5][CH:4]=[CH:3][CH:2]=1.[O-]CC.[Na+].[C:23](#[N:26])[CH:24]=[CH2:25]>O1CCOCC1>[C:23]([CH2:24][CH2:25][C:7]([C:13]1[CH:18]=[CH:17][CH:16]=[CH:15][CH:14]=1)([C:1]1[CH:2]=[CH:3][CH:4]=[CH:5][CH:6]=1)[C:8]([O:10][CH2:11][CH3:12])=[O:9])#[N:26] |f:1.2|. Procedure details: The product of Example 68A (5.58 g) was dissolved in anhydrous dioxane (15 mL). Sodium ethoxide (1.58 g) was added and the mixture was heated to 40-50° C. for 30 minutes. Acrylonitrile (1.44 mL) was added dropwise with stirring. The mixture was heated at 60-70° C. for one hour. The dioxane was removed in vacuo, and the residue was taken up in diethyl ether, washed with water and brine, dried with magnesium sulfate, filtered, and concentrated. The crude material was purified by silica gel chromat... The reactants are Cl (hydrochloric acid), COC(CN1CN(C2(C1=O)CCN(CC2)CC2=CC=CC1=CC=CC=C21)C2=CC=CC=C2)=O ((8-Naphthalen-1-ylmethyl-4-oxo-1-phenyl-1,3,8-triaza-spiro[4.5]dec-3-yl)-acetic acid methyl ester), [OH-].[Na+] (sodium hydroxide), ClCCl (Dichloromethane). Solvent: C(C)O (ethanol). Reaction conditions: time 16 hour. The product is C1(=CC=CC2=CC=CC=C12)CN1CCC2(C(N(CN2C2=CC=CC=C2)CC(=O)O)=O)CC1 ((8-Naphthalen-1-ylmethyl-4-oxo-1-phenyl-1,3,8-triaza-spiro[4.5]dec-3-yl)-acetic acid). The yield is 103.8%. As a reaction SMILES: C[O:2][C:3](=[O:33])[CH2:4][N:5]1[C:9](=[O:10])[C:8]2([CH2:15][CH2:14][N:13]([CH2:16][C:17]3[C:26]4[C:21](=[CH:22][CH:23]=[CH:24][CH:25]=4)[CH:20]=[CH:19][CH:18]=3)[CH2:12][CH2:11]2)[N:7]([C:27]2[CH:32]=[CH:31][CH:30]=[CH:29][CH:28]=2)[CH2:6]1.[OH-].[Na+].ClCCl.Cl>C(O)C>[C:17]1([CH2:16][N:13]2[CH2:14][CH2:15][C:8]3([N:7]([C:27]4[CH:28]=[CH:29][CH:30]=[CH:31][CH:32]=4)[CH2:6][N:5]([CH2:4][C:3]([OH:33])=[O:2])[C:9]3=[O:10])[CH2:11][CH2:12]2)[C:26]2[C:21](=[CH:22][CH:23]=[CH:24][CH:25]=2)[CH:20]=[CH:19][CH:18]=1 |f:1.2|. Procedure details: (8-Naphthalen-1-ylmethyl-4-oxo-1-phenyl-1,3,8-triaza-spiro[4.5]dec-3-yl)-acetic acid methyl ester (44.40 g, 0.1 mol, prepared as described above) was dissolved in a mixture of 2 N sodium hydroxide (165 ml, 0.33 mol) and ethanol (500 ml) and stirred at room temperature for 16 h. Dichloromethane (700 ml) was added and pH was adjusted to 5 by the addition of 6 N hydrochloric acid. The organic phase was separated, washed with water (2×200 ml and concentrated to 300 ml in vacuo. Water (300 ml) and di...